This data is from the Open Reaction Database (ORD), a public repository of structured organic reaction records. The task is: describe an organic reaction: reactants, conditions, products, and yield The reactants are C1(CC1)N1C=C(C(C2=C(C(=C(C(=C12)F)F)F)C=C)=O)C(=O)O (1-cyclopropyl-6,7,8-trifluoro-1,4-dihydro-4-oxo-5-vinyl-3-quinolinecarboxylic acid), NC1C2CNCC2CC=C1 (4-amino-1,3,3a,4,7,7a-hexahydro-isoindole), C1CN2CCN1CC2 (DABCO), O (water). The solvent is C(C)#N (acetonitrile), CN(C=O)C (dimethylformamide). Product: NC1C2CN(CC2CC=C1)C1=C(C(=C2C(C(=CN(C2=C1F)C1CC1)C(=O)O)=O)C=C)F (7-(4-amino-1,3,3a,4,7,7a-hexahydro-isoindol-2-yl)-1-cyclopropyl-6,8-difluoro-1,4-dihydro-4-oxo-5-vinyl-3-quinolinecarboxylic acid). The yield is 77.8%. Reaction SMILES: [CH:1]1([N:4]2[C:13]3[C:8](=[C:9]([CH:17]=[CH2:18])[C:10]([F:16])=[C:11](F)[C:12]=3[F:14])[C:7](=[O:19])[C:6]([C:20]([OH:22])=[O:21])=[CH:5]2)[CH2:3][CH2:2]1.[NH2:23][CH:24]1[CH:32]=[CH:31][CH2:30][CH:29]2[CH:25]1[CH2:26][NH:27][CH2:28]2.C1N2CCN(CC2)C1.O>C(#N)C.CN(C)C=O>[NH2:23][CH:24]1[CH:32]=[CH:31][CH2:30][CH:29]2[CH:25]1[CH2:26][N:27]([C:11]1[C:12]([F:14])=[C:13]3[C:8]([C:7](=[O:19])[C:6]([C:20]([OH:22])=[O:21])=[CH:5][N:4]3[CH:1]3[CH2:3][CH2:2]3)=[C:9]([CH:17]=[CH2:18])[C:10]=1[F:16])[CH2:28]2. Procedure: 0.93 g of 1-cyclopropyl-6,7,8-trifluoro-1,4-dihydro-4-oxo-5-vinyl-3-quinolinecarboxylic acid, 0.62 g of 4-amino-1,3,3a,4,7,7a-hexahydro-isoindole and 0.34 g of DABCO are refluxed for 1 hour in a mixture of 6 ml of acetonitrile and 3 ml of dimethylformamide. The reaction mixture is treated with 20 ml of water, and the product is filtered off with suction, washed with water and dried. 1 g of 7-(4-amino-1,3,3a,4,7,7a-hexahydro-isoindol-2-yl)-1-cyclopropyl-6,8-difluoro-1,4-dihydro-4-oxo-5-vinyl-3-qu... Procedure details: 150 mg of Z-Pro-Ser(Bzl)-Pip-Arg(NO2)-OBzl was reduced in the presence of palladium-carbon in the same manner as in Example 12-(4). The resulting product was purified by high-performance liquid chromatography at 12 ml/min.(flow rate), 0 to 10% (B) 20 min. linear gradient (A) (mobile phase), subjected to Dowex 1×2 (acetate type) treatment and freeze-dried to obtain the desired compound. The product is N1[C@H](C(=O)N[C@@H](CO)C(=O)N2[C@H](C(=O)N[C@@H](CCCNC(N)=N)C(=O)O)CCCC2)CCC1.CC(=O)O (H-Pro-Ser-Pip-Arg-OH acetate). RXN SMILES: [N:1]1(C(OCC2C=CC=CC=2)=O)[CH2:50][CH2:49][CH2:48][C@H:2]1[C:3]([NH:5][C@H:6]([C:16]([N:18]1[CH2:47][CH2:46][CH2:45][CH2:44][C@H:19]1[C:20]([NH:22][C@H:23]([C:34]([O:36]CC1C=CC=CC=1)=[O:35])[CH2:24][CH2:25][CH2:26][NH:27][C:28](=[NH:33])[NH:29][N+]([O-])=O)=[O:21])=[O:17])[CH2:7][O:8]CC1C=CC=CC=1)=[O:4]>[C].[Pd]>[NH:1]1[CH2:50][CH2:49][CH2:48][C@H:2]1[C:3]([NH:5][C@H:6]([C:16]([N:18]1[CH2:47][CH2:46][CH2:45][CH2:44][C@H:19]1[C:20]([NH:22][C@H:23]([C:34]([OH:36])=[O:35])[CH2:24][CH2:25][CH2:26][NH:27][C:28](=[NH:29])[NH2:33])=[O:21])=[O:17])[CH2:7][OH:8])=[O:4].[CH3:23][C:34]([OH:36])=[O:35] |f:1.2,3.4|. Reagents/catalysts: [C].[Pd] (palladium-carbon). The reactants are N1([C@H](C(=O)N[C@@H](COCC2=CC=CC=C2)C(=O)N2[C@H](C(=O)N[C@@H](CCCNC(N[N+](=O)[O-])=N)C(=O)OCC3=CC=CC=C3)CCCC2)CCC1)C(=O)OCC1=CC=CC=C1 (Z-Pro-Ser(Bzl)-Pip-Arg(NO2)-OBzl).